From a dataset of the Open Reaction Database (ORD), a public repository of structured organic reaction records. describe an organic reaction: reactants, conditions, products, and yield Reactants: FC1=CC=C(C=C1)C1=NC2=CC=C(C=C2N=C1N1[C@H](CCCC1)C(F)(F)F)C(=O)OC (methyl 2-(4-fluorophenyl)-3-[(2R)-2-(trifluoromethyl)piperidin-1-yl]quinoxaline-6-carboxylate), [OH-].[Na+] (sodium hydroxide). The solvent is CO (methanol), O (water). Run at time 8 hour. Product: FC1=CC=C(C=C1)C1=NC2=CC=C(C=C2N=C1N1[C@H](CCCC1)C(F)(F)F)C(=O)O (2-(4-fluorophenyl)-3-[(2R)-2-(trifluoromethyl)piperidin-1-yl]quinoxaline-6-carboxylic acid). Yield: 62.0%. Reaction SMILES: [F:1][C:2]1[CH:7]=[CH:6][C:5]([C:8]2[C:17]([N:18]3[CH2:23][CH2:22][CH2:21][CH2:20][C@@H:19]3[C:24]([F:27])([F:26])[F:25])=[N:16][C:15]3[C:10](=[CH:11][CH:12]=[C:13]([C:28]([O:30]C)=[O:29])[CH:14]=3)[N:9]=2)=[CH:4][CH:3]=1.[OH-].[Na+]>CO.O>[F:1][C:2]1[CH:7]=[CH:6][C:5]([C:8]2[C:17]([N:18]3[CH2:23][CH2:22][CH2:21][CH2:20][C@@H:19]3[C:24]([F:27])([F:26])[F:25])=[N:16][C:15]3[C:10](=[CH:11][CH:12]=[C:13]([C:28]([OH:30])=[O:29])[CH:14]=3)[N:9]=2)=[CH:4][CH:3]=1 |f:1.2|. Procedure details: To a solution of methyl 2-(4-fluorophenyl)-3-[(2R)-2-(trifluoromethyl)piperidin-1-yl]quinoxaline-6-carboxylate (15 mg, crude) in methanol (15 mL) was added sodium hydroxide (10 mg, 0.25 mmol) in water (1 mL). The resulting solution was stirred overnight at room temperature and concentrated in vacuo. The residue was dissolved in water (5 mL) and adjusted pH to 6 with HCl (1N), then extracted with dichloromethane (4×10 mL) and the organic layers combined and dried over anhydrous magnesium sulfate ... The reactants are ClC1=NC=NC(=C1)NN (4-Chloro-6-hydrazinopyrimidine), Cl.FC1(CNC1)F (3,3-difluoroazetidine hydrochloride), C(C)N(C(C)C)C(C)C (N-ethyl-N-(propan-2-yl)propane-2-amine), FC(C(=O)O)(F)F (trifluoroacetic acid), CN(C)C=C(C(=O)OCC)N1C=NC(=C1)C#N (Ethyl 3-(N,N-dimethylamino)-2-(4-cyano-1H-imidazol-1-yl)acrylate). The solvent is O (water). Conditions: temperature 100 celsius, time 16 hour. Product: FC1(CNC1C1=CC(=NC=N1)N1NC=C(C1=O)N1C=NC(=C1)C#N)F (1-{2-[6-(3,3-Difluoroazetidin-4-yl)pyrimidin-4-yl]-3-oxo-2,3-dihydro-1H-pyrazol-4-yl}-1H-imidazole-4-carbonitrile). Reaction SMILES: Cl[C:2]1[CH:7]=[C:6]([NH:8][NH2:9])[N:5]=[CH:4][N:3]=1.Cl.[F:11][C:12]1([F:16])[CH2:15][NH:14][CH2:13]1.C(N(C(C)C)C(C)C)C.FC(F)(F)C(O)=O.CN([CH:36]=[C:37]([N:43]1[CH:47]=[C:46]([C:48]#[N:49])[N:45]=[CH:44]1)[C:38](OCC)=[O:39])C>O>[F:11][C:12]1([F:16])[CH:15]([C:2]2[N:3]=[CH:4][N:5]=[C:6]([N:8]3[C:38](=[O:39])[C:37]([N:43]4[CH:47]=[C:46]([C:48]#[N:49])[N:45]=[CH:44]4)=[CH:36][NH:9]3)[CH:7]=2)[NH:14][CH2:13]1 |f:1.2|. Reported procedure: A mixture of 120 mg (0.8 mmol) of the compound from Example 11A, 129 mg (1.0 mmol) of 3,3-difluoroazetidine hydrochloride and 174 μl (129 mg, 1.0 mmol) of N-ethyl-N-(propan-2-yl)propane-2-amine in 3 ml of water is stirred at 100° C. for 16 h. Following the addition of 32 μl (47 mg, 0.4 mmol) of trifluoroacetic acid and 194 mg (0.8 mmol) of the compound from Example 6A, the reaction mixture is stirred at 100° C. for 16 h. The precipitated solid is filtered off and washed first with water and then...